This data is from the Open Reaction Database (ORD), a public repository of structured organic reaction records. The task is: describe an organic reaction: reactants, conditions, products, and yield Starting materials: BrC=1N=C(N(C1C1=NC(=NC=C1)NC1=CC(=NC=C1)OC)COCC[Si](C)(C)C)C(C)(C)C (4-(4-bromo-2-tert-butyl-1-((2-(trimethylsilyl)ethoxy)methyl)-1H-imidazol-5-yl)-N-(2-methoxypyridin-4-yl)pyrimidin-2-amine), COC=1C(=NC=C(N1)B1OC(C(O1)(C)C)(C)C)N (3-methoxy-5-(4,4,5,5-tetramethyl-1,3,2-dioxaborolan-2-yl)pyrazin-2-amine), C(=O)([O-])[O-].[Na+].[Na+] (Na2CO3). Reagents/catalysts: C=1C=CC(=CC1)[P](C=2C=CC=CC2)(C=3C=CC=CC3)[Pd]([P](C=4C=CC=CC4)(C=5C=CC=CC5)C=6C=CC=CC6)([P](C=7C=CC=CC7)(C=8C=CC=CC8)C=9C=CC=CC9)[P](C=1C=CC=CC1)(C=1C=CC=CC1)C=1C=CC=CC1 (Pd(PPh3)4). The solvent is COCCOC (DME). Conditions: temperature 100 celsius. Yields the product NC1=C(C=C(C=N1)C=1N=C(N(C1C1=NC(=NC=C1)NC1=CC(=NC=C1)OC)COCC[Si](C)(C)C)C(C)(C)C)OC (4-(4-(6-amino-5-methoxypyridin-3-yl)-2-tert-butyl-1-((2-(trimethylsilyl)ethoxy)methyl)-1H-imidazol-5-yl)-N-(2-methoxypyridin-4-yl)pyrimidin-2-amine). The yield is 93.1%. Reaction SMILES: Br[C:2]1[N:3]=[C:4]([C:30]([CH3:33])([CH3:32])[CH3:31])[N:5]([CH2:22][O:23][CH2:24][CH2:25][Si:26]([CH3:29])([CH3:28])[CH3:27])[C:6]=1[C:7]1[CH:12]=[CH:11][N:10]=[C:9]([NH:13][C:14]2[CH:19]=[CH:18][N:17]=[C:16]([O:20][CH3:21])[CH:15]=2)[N:8]=1.[CH3:34][O:35][C:36]1[C:37]([NH2:51])=[N:38][CH:39]=[C:40](B2OC(C)(C)C(C)(C)O2)N=1.[C:52]([O-])([O-])=O.[Na+].[Na+]>COCCOC.C1C=CC([P]([Pd]([P](C2C=CC=CC=2)(C2C=CC=CC=2)C2C=CC=CC=2)([P](C2C=CC=CC=2)(C2C=CC=CC=2)C2C=CC=CC=2)[P](C2C=CC=CC=2)(C2C=CC=CC=2)C2C=CC=CC=2)(C2C=CC=CC=2)C2C=CC=CC=2)=CC=1>[NH2:51][C:37]1[N:38]=[CH:39][C:40]([C:2]2[N:3]=[C:4]([C:30]([CH3:33])([CH3:32])[CH3:31])[N:5]([CH2:22][O:23][CH2:24][CH2:25][Si:26]([CH3:29])([CH3:28])[CH3:27])[C:6]=2[C:7]2[CH:12]=[CH:11][N:10]=[C:9]([NH:13][C:14]3[CH:19]=[CH:18][N:17]=[C:16]([O:20][CH3:21])[CH:15]=3)[N:8]=2)=[CH:52][C:36]=1[O:35][CH3:34] |f:2.3.4,^1:67,69,88,107|. Procedure details: A mixture of 4-(4-bromo-2-tert-butyl-1-((2-(trimethylsilyl)ethoxy)methyl)-1H-imidazol-5-yl)-N-(2-methoxypyridin-4-yl)pyrimidin-2-amine (100 mg, 0.19 mmol), 3-methoxy-5-(4,4,5,5-tetramethyl-1,3,2-dioxaborolan-2-yl)pyrazin-2-amine (118 mg, 0.47 mmol, Example 18, Step 2), aqueous 2.0 M Na2CO3 solution (1 ml, 2.0 mmol), and Pd(PPh3)4 (22 mg, 0.019 mmol) in DME (2 mL) was sparged with N2 for 5 min. The reaction was sealed and heated to 100° C. for 2 h. The reaction was allowed to cool to rt, poured i...